From a dataset of the Open Reaction Database (ORD), a public repository of structured organic reaction records. describe an organic reaction: reactants, conditions, products, and yield Starting materials: CN1N=C(C=C1C(=O)OC)C1=CC=C(C=C1)C(F)(F)F (methyl 1-methyl-3-(4-trifluoromethylphenyl)pyrazole-5-carboxylate), Cl (hydrochloric acid), CO (methanol), [OH-].[Na+] (sodium hydroxide). Solvent: O (water). The product is CN1N=C(C=C1C(=O)O)C1=CC=C(C=C1)C(F)(F)F (1-methyl-3-(4-trifluoromethylphenyl)pyrazole-5-carboxylic acid). Reaction SMILES: [CH3:1][N:2]1[C:6]([C:7]([O:9]C)=[O:8])=[CH:5][C:4]([C:11]2[CH:16]=[CH:15][C:14]([C:17]([F:20])([F:19])[F:18])=[CH:13][CH:12]=2)=[N:3]1.CO.[OH-].[Na+].Cl>O>[CH3:1][N:2]1[C:6]([C:7]([OH:9])=[O:8])=[CH:5][C:4]([C:11]2[CH:12]=[CH:13][C:14]([C:17]([F:18])([F:19])[F:20])=[CH:15][CH:16]=2)=[N:3]1 |f:2.3|. Procedure details: Still following the procedure of Example 1, 6.8 g. of methyl 1-methyl-3-(4-trifluoromethylphenyl)pyrazole-5-carboxylate dissolved in 100 ml. of methanol was heated for about one hour with a solution of 1 g. of sodium hydroxide in 75 ml. of water. The reaction mixture was cooled and then acidified with 1N aqueous hydrochloric acid. The free acid, being insoluble in the acidic solution, separated and was collected by filtration. Recrystallization from benzene yielded 1-methyl-3-(4-trifluoromethylp...